This data is from the Open Reaction Database (ORD), a public repository of structured organic reaction records. The task is: describe an organic reaction: reactants, conditions, products, and yield The reactants are Cl.C(C)N=C=NCCCN(C)C (1-ethyl-3-(3-dimethylaminopropyl)-carbodiimide hydrochloride), FC1=CC(=C(C(=O)O)C=C1)C(F)(F)F (4-fluoro-2-trifluoromethylbenzoic acid), Cl.CNOC (N,O-dimethylhydroxylamine hydrochloride), O.ON1N=NC2=C1C=CC=C2 (1-hydroxybenzotriazole monohydrate). Reagents/catalysts: CN(C)C1=CC=NC=C1 (4-(N,N-dimethylamino)pyridine). Solvent: CN(C)C=O (DMF), C(C)N(CC)CC (triethylamine), O (Water). Run at time 1 day. Yields the product CON(OC(=O)C1=C(C=C(C=C1)C)C(F)(F)F)C (1-[[[methoxy(methyl)amino]oxy]carbonyl]-4-methyl-2-(trifluoromethyl)benzene). Isolated yield 91.2%. As a reaction SMILES: F[C:2]1[CH:10]=[CH:9][C:5]([C:6]([OH:8])=[O:7])=[C:4]([C:11]([F:14])([F:13])[F:12])[CH:3]=1.Cl.[CH3:16][NH:17][O:18][CH3:19].O.ON1C2C=CC=C[C:25]=2N=N1.Cl.C(N=C=NCCCN(C)C)C>CN(C=O)C.CN(C1C=CN=CC=1)C.O.C(N(CC)CC)C>[CH3:19][O:18][N:17]([CH3:16])[O:8][C:6]([C:5]1[CH:9]=[CH:10][C:2]([CH3:25])=[CH:3][C:4]=1[C:11]([F:14])([F:13])[F:12])=[O:7] |f:1.2,3.4,5.6|. Reported procedure: To a solution of 4-fluoro-2-trifluoromethylbenzoic acid (7.00 g), N,O-dimethylhydroxylamine hydrochloride (4.26 g) and 1-hydroxybenzotriazole monohydrate (6.69 g) in DMF (100 ml) was added triethylamine (4.42 g). Then, catalytic amount of 4-(N,N-dimethylamino)pyridine was added to the mixture, 1-ethyl-3-(3-dimethylaminopropyl)-carbodiimide hydrochloride (8.38 g) was added to the mixture and the mixture was stirred for 1 day under nitrogen atmosphere. Water was added to the mixture and the mixtur... The solvent is C(Cl)Cl (CH2Cl2), C(C)(=O)OCC (ethyl acetate). Conditions: time 1 hour. Product: ClC1=C(C(=NC=2N1N=C(C2)C2=CC=1CCCCC1C=C2)C)C(C(=O)OC)=O (methyl 2-(7-chloro-5-methyl-2-(5,6,7,8-tetrahydronaphthalen-2-yl)pyrazolo[1,5-a]pyrimidin-6-yl)-2-oxoacetate). Procedure details: To a mixture of methyl 2-(7-chloro-5-methyl-2-(5,6,7,8-tetrahydronaphthalen-2-yl)pyrazolo[1,5-a]pyrimidin-6-yl)-2-hydroxyacetate (2.5 g, 6.48 mmol) in CH2Cl2 (70 mL) was added Dess-Martin periodinane (3.02 g, 7.13 mmol) and the resulting mixture was stirred at rt for 1 hr. Then diluted with ethyl acetate (500 mL), washed with sat. NaHCO3 (100 mL), dried (Na2SO4), filtered and concentrated. The residue was purified by silica gel chromatography (5-30% EtOAc/hexane) to afford desired methyl 2-(7-ch... The yield is 44.3%. Reactants: ClC1=C(C(=NC=2N1N=C(C2)C2=CC=1CCCCC1C=C2)C)C(C(=O)OC)O (methyl 2-(7-chloro-5-methyl-2-(5,6,7,8-tetrahydronaphthalen-2-yl)pyrazolo[1,5-a]pyrimidin-6-yl)-2-hydroxyacetate), CC(=O)OI1(C=2C=CC=CC2C(=O)O1)(OC(=O)C)OC(=O)C (Dess-Martin periodinane). Reaction SMILES: [Cl:1][C:2]1[N:7]2[N:8]=[C:9]([C:11]3[CH:20]=[CH:19][C:18]4[CH2:17][CH2:16][CH2:15][CH2:14][C:13]=4[CH:12]=3)[CH:10]=[C:6]2[N:5]=[C:4]([CH3:21])[C:3]=1[CH:22]([OH:27])[C:23]([O:25][CH3:26])=[O:24].CC(OI1(OC(C)=O)(OC(C)=O)OC(=O)C2C=CC=CC1=2)=O>C(Cl)Cl.C(OCC)(=O)C>[Cl:1][C:2]1[N:7]2[N:8]=[C:9]([C:11]3[CH:20]=[CH:19][C:18]4[CH2:17][CH2:16][CH2:15][CH2:14][C:13]=4[CH:12]=3)[CH:10]=[C:6]2[N:5]=[C:4]([CH3:21])[C:3]=1[C:22](=[O:27])[C:23]([O:25][CH3:26])=[O:24]. Starting materials: COC([C@@H](NC(C1=C(C=C(C=C1)N)C1=CC=CC=C1)=O)CCSC)=O (4-amino-2-phenylbenzoyl methionine methyl ester), COC([C@@H](NC(C1=C(C=C(C=C1)N)C1=CC=CC=C1)=O)CCSC)=O (4-amino-2-phenylbenzoyl methionine methyl ester), C(=O)(OC(C)(C)C)N1[C@@H](C[C@H](C1)O[Si](C)(C)C(C)(C)C)C=O ((2S,4R)-1-Boc-4-[t-butyldimethylsilyloxy]-pyrrolidin-2-aldehyde), C(#N)[BH3-].[Na+] (sodium cyanoborohydride), C(C)(=O)O (acetic acid). Solvent: CO (methanol). Reaction conditions: time 8 hour. The product is COC([C@@H](NC(C1=C(C=C(C=C1)NC[C@H]1N(C[C@@H](C1)O[Si](C)(C)C(C)(C)C)C(=O)OC(C)(C)C)C1=CC=CC=C1)=O)CCSC)=O ({4-[(2S,4R)-1-Boc-4-(t-butyldimetylsilyl)oxypyrrolidin-2-ylmethyl]amino-2-phenylbenzoyl}methionine methyl ester). Yield: 18.6%. RXN SMILES: [CH3:1][O:2][C:3](=[O:25])[C@H:4]([CH2:21][CH2:22][S:23][CH3:24])[NH:5][C:6](=[O:20])[C:7]1[CH:12]=[CH:11][C:10]([NH2:13])=[CH:9][C:8]=1[C:14]1[CH:19]=[CH:18][CH:17]=[CH:16][CH:15]=1.[C:26]([N:33]1[CH2:37][C@H:36]([O:38][Si:39]([C:42]([CH3:45])([CH3:44])[CH3:43])([CH3:41])[CH3:40])[CH2:35][C@H:34]1[CH:46]=O)([O:28][C:29]([CH3:32])([CH3:31])[CH3:30])=[O:27].C(O)(=O)C.C([BH3-])#N.[Na+]>CO>[CH3:1][O:2][C:3](=[O:25])[C@H:4]([CH2:21][CH2:22][S:23][CH3:24])[NH:5][C:6](=[O:20])[C:7]1[CH:12]=[CH:11][C:10]([NH:13][CH2:46][C@@H:34]2[CH2:35][C@@H:36]([O:38][Si:39]([C:42]([CH3:43])([CH3:44])[CH3:45])([CH3:41])[CH3:40])[CH2:37][N:33]2[C:26]([O:28][C:29]([CH3:30])([CH3:32])[CH3:31])=[O:27])=[CH:9][C:8]=1[C:14]1[CH:15]=[CH:16][CH:17]=[CH:18][CH:19]=1 |f:3.4|. Procedure details: To a solution of 0.75 g (2.09 mmol) of [2-phenyl-4-aminobenzoyl]methionine methyl ester (compound 8) and 0.7 g (2.1 mmol) of (2S,4R)-1-Boc-4-[t-butyldimethylsilyloxy]-pyrrolidin-2-aldehyde, prepared as in Example 171B, in 10 ml of methanol were added 1 ml of acetic acid, followed by 0.2 g (3.1 mmol) of sodium cyanoborohydride. The reaction mixture was stirred overnight. After removal of the solvent, the residue was partitioned with ethyl acetate and 5% sodium bicarbonate, and extracted 3 times w...